Dataset: the Open Reaction Database (ORD), a public repository of structured organic reaction records. Task: describe an organic reaction: reactants, conditions, products, and yield Starting materials: ClC=1C=C(C=CC1)[C@H]1CC(C(N([C@@H]1C1=CC=C(C=C1)Cl)CC1CC1)=O)(CCN1CCCC1)CCO ((5R,6S)-5-(3-chlorophenyl)-6-(4-chlorophenyl)-1-(cyclopropylmethyl)-3-(2-hydroxyethyl)-3-(2-(pyrrolidin-1-yl)ethyl)piperidin-2-one), ice, CC(=O)C.OS(=O)(=O)O.O=[Cr](=O)=O (Jones reagent), S(O)(O)(=O)=O (sulfuric acid). The reagents and catalysts are [O-2].[Cr+6].[O-2].[O-2] (chromium(VI) oxide). Solvent: CC(=O)C (acetone), O (water), O (water). Conditions: temperature 55 celsius, time 30 minute. Yields the product ClC=1C=C(C=CC1)[C@H]1C[C@](C(N([C@@H]1C1=CC=C(C=C1)Cl)CC1CC1)=O)(CCN1CCCC1)CC(=O)O (2-((3S,5R,6S)-5-(3-chlorophenyl)-6-(4-chlorophenyl)-1-(cyclopropylmethyl)-2-oxo-3-(2-(pyrrolidin-1-yl)ethyl)piperidin-3-yl)acetic acid). As a reaction SMILES: S(=O)(=O)(O)O.[Cl:6][C:7]1[CH:8]=[C:9]([C@@H:13]2[C@@H:18]([C:19]3[CH:24]=[CH:23][C:22]([Cl:25])=[CH:21][CH:20]=3)[N:17]([CH2:26][CH:27]3[CH2:29][CH2:28]3)[C:16](=[O:30])[C:15]([CH2:38][CH2:39][OH:40])([CH2:31][CH2:32][N:33]3[CH2:37][CH2:36][CH2:35][CH2:34]3)[CH2:14]2)[CH:10]=[CH:11][CH:12]=1.CC(C)=[O:43].OS(O)(=O)=O.O=[Cr](=O)=O>O.CC(C)=O.[O-2].[Cr+6].[O-2].[O-2]>[Cl:6][C:7]1[CH:8]=[C:9]([C@@H:13]2[C@@H:18]([C:19]3[CH:24]=[CH:23][C:22]([Cl:25])=[CH:21][CH:20]=3)[N:17]([CH2:26][CH:27]3[CH2:28][CH2:29]3)[C:16](=[O:30])[C@:15]([CH2:38][C:39]([OH:43])=[O:40])([CH2:31][CH2:32][N:33]3[CH2:37][CH2:36][CH2:35][CH2:34]3)[CH2:14]2)[CH:10]=[CH:11][CH:12]=1 |f:2.3.4,7.8.9.10|. Reported procedure: An ice-cooled solution of 2.05 g (20.5 mmol) of chromium(VI) oxide in water (4 mL) was treated with 1.75 mL (32.7 mmol) of sulfuric acid via syringe. The mixture was diluted with additional water (4 mL) and stored at 0° C. at prior to use. In a separate flask, 105 mg (0.21 mmol) of (5R,6S)-5-(3-chlorophenyl)-6-(4-chlorophenyl)-1-(cyclopropylmethyl)-3-(2-hydroxyethyl)-3-(2-(pyrrolidin-1-yl)ethyl)piperidin-2-one (Example 69, Step D, mixture of diastereomers) was dissolved in acetone (20 mL) and th... Reactants: Cl.N[C@H]1[C@@H]([C@@H]([C@H](C1)CO)O)O ((1R,2S,3R,5R)-3-amino-5-(hydroxymethyl)cyclopentane-1,2-diol hydrochloride), ClC1=NC=NC(=C1N)Cl (4,6-dichloropyrimidin-5-amine). Solvent: C(C)O (ethanol). Product: NC=1C(=NC=NC1Cl)N[C@H]1[C@@H]([C@@H]([C@H](C1)CO)O)O ((1R,2S,3R,5R)-3-((5-amino-6-chloropyrimidin-4-yl)amino)-5-(hydroxymethyl)cyclopentane-1,2-diol). As a reaction SMILES: Cl.[NH2:2][C@@H:3]1[CH2:7][C@H:6]([CH2:8][OH:9])[C@@H:5]([OH:10])[C@H:4]1[OH:11].[Cl:12][C:13]1[C:18]([NH2:19])=[C:17](Cl)[N:16]=[CH:15][N:14]=1>C(O)C>[NH2:19][C:18]1[C:17]([NH:2][C@@H:3]2[CH2:7][C@H:6]([CH2:8][OH:9])[C@@H:5]([OH:10])[C@H:4]2[OH:11])=[N:16][CH:15]=[N:14][C:13]=1[Cl:12] |f:0.1|. Reported procedure: A mixture of (1R,2S,3R,5R)-3-amino-5-(hydroxymethyl)cyclopentane-1,2-diol hydrochloride (16.9 g, 45.1 mmol) and 4,6-dichloropyrimidin-5-amine (5.7 g, 35 mmol) in ethanol (45 mL) was evenly distributed amongst three tubes and subjected to microwave conditions (CEM apparatus, 300 W max, 150° C. max, 250 psi max, 3 min ramp, 30 min hold) to afford brown solutions; HPLC/LC MS indicated conversion to the desired product. The three reaction mixtures were combined and concentrated in vacuo to afford th... Starting materials: COS(=O)(=O)OC, Cn1nc(S(C)=O)c(=O)c2ccccc21, [Na+], [OH-]. Yields the product Cc1ccc2c(c1)c(=O)c(S(C)=O)nn2C. Reaction SMILES: [CH3:1][O:2][S:3]([O:4][CH3:5])(=[O:6])=[O:7].[CH3:8][n:9]1[n:10][c:11]([S:20](=[O:21])[CH3:22])[c:12](=[O:19])[c:13]2[cH:14][cH:15][cH:16][cH:17][c:18]12.[Na+:24].[OH-:23]>>[CH3:1][c:15]1[cH:14][c:13]2[c:12](=[O:19])[c:11]([S:20](=[O:21])[CH3:22])[n:10][n:9]([CH3:8])[c:18]2[cH:17][cH:16]1. As a reaction SMILES: [CH3:1][C:2]1([CH3:9])[O:6][CH:5]([CH2:7][OH:8])[CH2:4][O:3]1.[C:10]1([CH3:20])[CH:15]=[CH:14][C:13]([S:16](O)(=[O:18])=[O:17])=[CH:12][CH:11]=1.Cl.C(OCC)C>N1C=CC=CC=1>[C:10]1([CH3:20])[CH:15]=[CH:14][C:13]([S:16]([O:8][CH2:7][CH:5]2[CH2:4][O:3][C:2]([CH3:9])([CH3:1])[O:6]2)(=[O:18])=[O:17])=[CH:12][CH:11]=1 |f:2.3|. Solvent: N1=CC=CC=C1 (pyridine). The product is C1(=CC=C(C=C1)S(=O)(=O)OCC1OC(OC1)(C)C)C (2,2-Dimethyl-[1,3]dioxolan-4-ylmethyl 4-toluene-sulphonate). The reactants are C1(=CC=C(C=C1)S(=O)(=O)O)C (para-toluenesulphonic acid), CC1(OCC(O1)CO)C ((2,2-dimethyl-[1,3]dioxolan-4-yl)methanol), Cl.C(C)OCC (HCl ethyl ether). Procedure details: 5.29 g (40.0 mmol) of (2,2-dimethyl-[1,3]dioxolan-4-yl)methanol (Solketal®) and 10 ml of pyridine are introduced into a round-bottomed flask under an argon atmosphere. The mixture is cooled to 0° C., 8.39 g (44.0 mmol) of para-toluenesulphonic acid are added and the mixture is stirred for sixteen hours at room temperature. The reaction medium is poured into a 1N HCl/ethyl ether mixture, extracted with ethyl ether, washed with water, dried over magnesium sulphate and evaporated. The residue obtai... Conditions: temperature 0 celsius.